This data is from the Open Reaction Database (ORD), a public repository of structured organic reaction records. The task is: describe an organic reaction: reactants, conditions, products, and yield The reactants are COS(=O)(=O)[O-].C[N+](CCOC1=NC=C(C=C1)[N+](=O)[O-])(C)C (N,N,N-trimethyl-2-[(5-nitro-2-pyridinyl)oxy]-ethanaminium methylsulfate), [H][H] (hydrogen). Reagents/catalysts: [Pd] (Pd/C). Run in O (water). Yields the product COS(=O)(=O)[O-].NC=1C=CC(=NC1)OCC[N+](C)(C)C (2-[(5-amino-2-pyridinyl)oxy]-N,N,N-trimethylethanaminium methylsulfate). Reaction SMILES: [CH3:1][O:2][S:3]([O-:6])(=[O:5])=[O:4].[CH3:7][N+:8]([CH3:22])([CH3:21])[CH2:9][CH2:10][O:11][C:12]1[CH:17]=[CH:16][C:15]([N+:18]([O-])=O)=[CH:14][N:13]=1.[H][H]>O.[Pd]>[CH3:1][O:2][S:3]([O-:6])(=[O:5])=[O:4].[NH2:18][C:15]1[CH:16]=[CH:17][C:12]([O:11][CH2:10][CH2:9][N+:8]([CH3:22])([CH3:21])[CH3:7])=[N:13][CH:14]=1 |f:0.1,5.6|. Reported procedure: 4.0 g (12 mmol) of the compound from Step 12.2 in 80 mL of water was hydrogenated in the presence of 0.4 g of Pd/C (10%) under 9 bar of hydrogen pressure. After 3 hours the catalyst was filtered off and the water was removed in a rotary evaporator. Reactants: Cl.NCC#N (aminoacetonitrile hydrochloride), C([O-])([O-])=O.[K+].[K+] (potassium carbonate), Cl.C1(CC1)CC(OCC)=N (ethyl cyclopropylacetimidate hydrochloride), CCOCC (ether). Run in O (water), O (water). Conditions: time 5 minute. Yields the product C(C)OC(=NCC#N)C1CC1 (N-cyanomethyl-cyclopropanecarboximidic acid ethyl ester). Reaction SMILES: Cl.[CH:2]1([CH2:5]C(=N)OCC)[CH2:4][CH2:3]1.C(=O)([O-])[O-].[K+].[K+].Cl.[NH2:18][CH2:19][C:20]#[N:21].[CH3:22][CH2:23][O:24]CC>O>[CH2:23]([O:24][C:5]([CH:2]1[CH2:3][CH2:4]1)=[N:21][CH2:20][C:19]#[N:18])[CH3:22] |f:0.1,2.3.4,5.6|. Procedure details: To a suspension of ethyl cyclopropylacetimidate hydrochloride (6.0 g, 53 mmol) in ether (50 mL) was added anhydrous potassium carbonate (7.3 g, 53 mmol). After stirring for 5 min, a solution of aminoacetonitrile hydrochloride (4.9 g, 53 mmol) in water (40 mL) was added and the mixture stirred for additional 90 min. The reaction was diluted with water (100 mL) and extracted with ether (2×300 mL). The combined organic fractions were dried (Na2SO4), filtered, and concentrated to give N-cyanomethyl-... The reactants are C(C(=C)C)(=O)OCC1=CC=CC=C1 (benzyl methacrylate), C(C(=C)C)(=O)O (methacrylic acid), C(C(=C)C)(=O)OC (methyl methacrylate). The reagents and catalysts are N(=NC(C(=O)OC)(C)C)C(C(=O)OC)(C)C (dimethyl 2,2′-azobis(isobutyrate)), N(=NC(C(=O)OC)(C)C)C(C(=O)OC)(C)C (dimethyl 2,2′-azobis(isobutyrate)). The solvent is C(C)C(=O)C (methyl ethyl ketone), C(C)C(=O)C (methyl ethyl ketone), C(C)C(=O)C (methyl ethyl ketone). Reaction conditions: temperature 72 celsius. The product is C(C(=C)C)(=O)OCC1=CC=CC=C1.C(C(=C)C)(=O)O.C(C(=C)C)(=O)OC (benzyl methacrylate methacrylic acid methyl methacrylate). Isolated yield 228.0%. As a reaction SMILES: [C:1]([O:6][CH2:7][C:8]1[CH:13]=[CH:12][CH:11]=[CH:10][CH:9]=1)(=[O:5])[C:2]([CH3:4])=[CH2:3].[C:14]([OH:19])(=[O:18])[C:15]([CH3:17])=[CH2:16].[C:20]([O:25][CH3:26])(=[O:24])[C:21]([CH3:23])=[CH2:22]>C(C(C)=O)C.N(C(C)(C)C(OC)=O)=NC(C)(C)C(OC)=O>[C:1]([O:6][CH2:7][C:8]1[CH:9]=[CH:10][CH:11]=[CH:12][CH:13]=1)(=[O:5])[C:2]([CH3:4])=[CH2:3].[C:14]([OH:19])(=[O:18])[C:15]([CH3:17])=[CH2:16].[C:20]([O:25][CH3:26])(=[O:24])[C:21]([CH3:23])=[CH2:22] |f:5.6.7|. Reported procedure: 88 g of methyl ethyl ketone were added to a 1000 mL three-necked flask equipped with a stirrer and a condenser tube, and heated to 72° C. under a nitrogen atmosphere. To this, a solution obtained by dissolving 0.85 g of dimethyl 2,2′-azobis(isobutyrate), 60 g of benzyl methacrylate, 10 g of methacrylic acid, and 30 g of methyl methacrylate in 50 g of methyl ethyl ketone was added dropwise over 3 hours. After the dropwise addition was completed, the mixture was allowed to react for an additional ... Reactants: COC(=O)C=1N(N=C(C1)OCC=1C(=NOC1C)C1=CC=C(C=C1)F)C (5-[3-(4-fluoro-phenyl)-5-methyl-isoxazol-4-ylmethoxy]-2-methyl-2H-pyrazole-3-carboxylic acid methyl ester), C(C)(C)N (isopropylamine). Product: C(C)(C)NC(=O)C=1N(N=C(C1)OCC=1C(=NOC1C)C1=CC=C(C=C1)F)C (5-[3-(4-Fluoro-phenyl)-5-methyl-isoxazol-4-ylmethoxy]-2-methyl-2H-pyrazole-3-carboxylic acid isopropylamide). Yield: 88.0%. Reaction SMILES: C[O:2][C:3]([C:5]1[N:6]([CH3:25])[N:7]=[C:8]([O:10][CH2:11][C:12]2[C:13]([C:18]3[CH:23]=[CH:22][C:21]([F:24])=[CH:20][CH:19]=3)=[N:14][O:15][C:16]=2[CH3:17])[CH:9]=1)=O.[CH:26]([NH2:29])([CH3:28])[CH3:27]>>[CH:26]([NH:29][C:3]([C:5]1[N:6]([CH3:25])[N:7]=[C:8]([O:10][CH2:11][C:12]2[C:13]([C:18]3[CH:23]=[CH:22][C:21]([F:24])=[CH:20][CH:19]=3)=[N:14][O:15][C:16]=2[CH3:17])[CH:9]=1)=[O:2])([CH3:28])[CH3:27]. Procedure details: As described for example 48c, 5-[3-(4-fluoro-phenyl)-5-methyl-isoxazol-4-ylmethoxy]-2-methyl-2H-pyrazole-3-carboxylic acid methyl ester (100 mg, 0.29 mmol) was converted, using isopropylamine instead of N,N-dimethylhydrazine, to the title compound (95 mg, 88%) which was obtained as a colorless oil. MS: m/e=373.1 [M+H]+. Reactants: CC(C)(C)OC(=O)N(c1ccc(C=CC(=O)O)cn1)C1CCN(Cc2cccc(F)c2)C1, CCN=C=NCCCN(C)C, NOC1CCCCO1, CN(C)C=O, O, On1nnc2ccccc21. Product: CC(C)(C)OC(=O)N(c1ccc(C=CC(=O)NOC2CCCCO2)cn1)C1CCN(Cc2cccc(F)c2)C1. Reaction SMILES: [C:1]([CH3:2])([CH3:3])([CH3:4])[O:5][C:6](=[O:7])[N:8]([c:9]1[cH:10][cH:11][c:12]([CH:15]=[CH:16][C:17](=[O:18])[OH:19])[cH:13][n:14]1)[CH:20]1[CH2:21][N:22]([CH2:25][c:26]2[cH:27][c:28]([F:32])[cH:29][cH:30][cH:31]2)[CH2:23][CH2:24]1.[CH3:51][CH2:52][N:53]=[C:54]=[N:55][CH2:56][CH2:57][CH2:58][N:59]([CH3:60])[CH3:61].[O:33]1[CH:34]([O:39][NH2:40])[CH2:35][CH2:36][CH2:37][CH2:38]1.[O:62]=[CH:63][N:64]([CH3:65])[CH3:66].[OH2:67].[OH:41][n:42]1[c:43]2[c:44]([cH:45][cH:46][cH:47][cH:48]2)[n:49][n:50]1>>[C:1]([CH3:2])([CH3:3])([CH3:4])[O:5][C:6](=[O:7])[N:8]([c:9]1[cH:10][cH:11][c:12]([CH:15]=[CH:16][C:17](=[O:18])[NH:40][O:39][CH:34]2[O:33][CH2:38][CH2:37][CH2:36][CH2:35]2)[cH:13][n:14]1)[CH:20]1[CH2:21][N:22]([CH2:25][c:26]2[cH:27][c:28]([F:32])[cH:29][cH:30][cH:31]2)[CH2:23][CH2:24]1. The reactants are CCOC(C)=O, CO, O=[N+]([O-])c1ccccc1Oc1ccc2[nH]ncc2c1. Yields the product Nc1ccccc1Oc1ccc2[nH]ncc2c1. RXN SMILES: [CH3:20][CH2:21][O:22][C:23](=[O:24])[CH3:25].[CH3:26][OH:27].[N+:1]([O-:2])(=[O:3])[c:4]1[c:5]([O:6][c:7]2[cH:8][c:9]3[cH:10][n:11][nH:12][c:13]3[cH:14][cH:15]2)[cH:16][cH:17][cH:18][cH:19]1>>[NH2:1][c:4]1[c:5]([O:6][c:7]2[cH:8][c:9]3[cH:10][n:11][nH:12][c:13]3[cH:14][cH:15]2)[cH:16][cH:17][cH:18][cH:19]1. Starting materials: N(NC(=O)N)C(C(=O)NN)C (semicarbazido-propionic acid hydrazide), TiO2. The solvent is O (water), CN(C=O)C (dimethylformamide), [N-]=C=O (Isocyanate). Product: N(NC(=O)N)CCC(=O)NN (β-semicarbazido-propionic acid hydrazide). Reaction SMILES: [NH:1]([CH:6]([CH3:11])C(NN)=O)[NH:2][C:3]([NH2:5])=[O:4]>O.CN(C)C=O.[N-]=C=O>[NH:1]([CH2:6][CH2:11][C:3]([NH:2][NH2:1])=[O:4])[NH:2][C:3]([NH2:5])=[O:4]. Procedure details: 11.8 parts of semicarbazido-propionic acid hydrazide were dissolved in 23.0 parts of water and 580 parts of dimethylformamide, and 268.75 parts of isocyanate prepolymer solution (a) were added. The clear, colourless elastomeric solution was pigmented with 4% TiO2. The reactants are C(C1=CC=CC=C1)OC1=CC=C(C=C1)N1C(CCC1)=O (1-(4-benzyloxy-phenyl)-pyrrolidin-2-one), ClCCl.CO (dichloromethane methanol). Reagents/catalysts: C(C)(=O)O (acetic acid), [Pd] (palladium). The solvent is C1CCOC1 (THF). Run at time 5 hour. The product is OC1=CC=C(C=C1)N1C(CCC1)=O (1-(4-Hydroxy-phenyl)-pyrrolidin-2-one). The yield is 66.4%. Reaction SMILES: C([O:8][C:9]1[CH:14]=[CH:13][C:12]([N:15]2[CH2:19][CH2:18][CH2:17][C:16]2=[O:20])=[CH:11][CH:10]=1)C1C=CC=CC=1.ClCCl.CO>C1COCC1.C(O)(=O)C.[Pd]>[OH:8][C:9]1[CH:14]=[CH:13][C:12]([N:15]2[CH2:19][CH2:18][CH2:17][C:16]2=[O:20])=[CH:11][CH:10]=1 |f:1.2|. Procedure: 6.2 g (23.2 mmol) 1-(4-benzyloxy-phenyl)-pyrrolidin-2-one is dissolved in 200 ml THF. 3 drops of acetic acid are added and the solution is hydrogenated for 5 hours at RT and normal pressure in presence of 0.62 g palladium 10% on charcoal. Filtration and concentration gives a semisolid material. Chromatography (silica gel, dichloromethane/methanol 95:5) yields 2.73 g (66%) of a brownish solid. MS: m/e=175.9 (M−H). Starting materials: C/1=C/CCC=CCC1 (cis-1,5-cyclooctadiene), CC(C)(C)[O-].[K+] (potassium tert-butylate), C(C)(=O)[O-].[Na+] (sodium acetate), [Na+].[Cl-] (NaCl), C1=CCCCC1 (cyclohexene), C(C)OC(C(Cl)Cl)=O (ethyldichloroacetate), OO (H2O2). Run in C1CCOC1 (THF), C(C)(C)(C)O (tert-butanol). Reaction conditions: temperature 45 celsius, time 2 hour. Yields the product ClC(C(=O)OCC)C1CCCCC1 (ethyl 2-chloro-2-cyclohexylacetate). The yield is 37.1%. As a reaction SMILES: C1=CCCC=CCC1.[CH:9]1[CH2:14][CH2:13][CH2:12][CH2:11][CH:10]=1.[CH2:15]([O:17][C:18](=[O:22])[CH:19](Cl)[Cl:20])[CH3:16].CC([O-])(C)C.[K+].C([O-])(=O)C.[Na+].OO.[Na+].[Cl-]>C(O)(C)(C)C.C1COCC1>[Cl:20][CH:19]([CH:9]1[CH2:14][CH2:13][CH2:12][CH2:11][CH2:10]1)[C:18]([O:17][CH2:15][CH3:16])=[O:22] |f:3.4,5.6,8.9|. Reported procedure: 100 mL of 1M BH3-THF complex (100 mmol) were added to 170 mL of dry THF under a blanket of nitrogen at room temperature. 12.3 mL of cis-1,5-cyclooctadiene (100 mmol) were added dropwise to this mixture within a period of 5 minutes, and the temperature rose to 45° C. The reaction mixture was heated under reflux over a period of 1.5 h, again cooled to 45° C., and 10.1 mL of cyclohexene (100 mmol) were added and stirring was continued for a further 2 h at 45° C. After the reaction mixture had been ...